From a dataset of the Open Reaction Database (ORD), a public repository of structured organic reaction records. describe an organic reaction: reactants, conditions, products, and yield Starting materials: NCCO (2-aminoethanol), C(C)(=O)O (acetic acid), C(C)(=O)O[BH-](OC(C)=O)OC(C)=O.[Na+] (sodium triacetoxyborohydride), ClC1=C2CNC(C2=C(C=C1)C=1N(C2=CC=C(C=C2C1)C=O)C(=O)OC(C)(C)C)=O (4-chloro-7-[1-(tert-butoxycarbonyl)-5-formylindol-2-yl]isoindolinone). Run in C(C)#N (acetonitrile). Yields the product ClC1=C2CNC(C2=C(C=C1)C=1N(C2=CC=C(C=C2C1)CNCCO)C(=O)OC(C)(C)C)=O (4-chloro-7-(1-(tert-butoxycarbonyl)-5-[(2-hydroxyethyl)aminomethyl]indol-2-yl)isoindolinone). Yield: 88.7%. As a reaction SMILES: [Cl:1][C:2]1[CH:10]=[CH:9][C:8]([C:11]2[N:12]([C:22]([O:24][C:25]([CH3:28])([CH3:27])[CH3:26])=[O:23])[C:13]3[C:18]([CH:19]=2)=[CH:17][C:16]([CH:20]=O)=[CH:15][CH:14]=3)=[C:7]2[C:3]=1[CH2:4][NH:5][C:6]2=[O:29].[NH2:30][CH2:31][CH2:32][OH:33].C(O)(=O)C.C(O[BH-](OC(=O)C)OC(=O)C)(=O)C.[Na+]>C(#N)C>[Cl:1][C:2]1[CH:10]=[CH:9][C:8]([C:11]2[N:12]([C:22]([O:24][C:25]([CH3:27])([CH3:26])[CH3:28])=[O:23])[C:13]3[C:18]([CH:19]=2)=[CH:17][C:16]([CH2:20][NH:30][CH2:31][CH2:32][OH:33])=[CH:15][CH:14]=3)=[C:7]2[C:3]=1[CH2:4][NH:5][C:6]2=[O:29] |f:3.4|. Reported procedure: In a similar manner to Step 2 of Example 6, 4-chloro-7-[1-(tert-butoxycarbonyl)-5-formylindol-2-yl]isoindolinone (40.0 mg, 0.0974 mmol) was dissolved in acetonitrile (2 mL), and the solution was treated with 2-aminoethanol (0.024 mL, 0.39 mmol), acetic acid (0.112 mL, 1.96 mmol) and sodium triacetoxyborohydride (103 mg, 0.486 mmol), followed by purification by preparative thin-layer chromatography (hexane/ethyl acetate=1/2) to obtain 4-chloro-7-(1-(tert-butoxycarbonyl)-5-[(2-hydroxyethyl)aminome... Procedure details: iso-Propyl 4-bromoacetylphenoxyacetate (6.3 g) was added to a stirred, cooled (4° C.) solution of 1-(4-pyridyl)piperazine (6.5 g) in acetonitrile (225 ml). Stirring was continued for 1 hour at 4° C., then overnight at ambient temperature when the precipitated solid was removed. The filtrate was evaporated in vacuo and the residue partitioned between ethyl acetate and water. The organic phase was dried (MgSO4) and evaporated. Purification by flash chromatography on silica, eluting firstly with 0 ... Reaction conditions: time 1 hour. Run in C(C)#N (acetonitrile). Product: N1=CC=C(C=C1)N1CCN(CC1)CC(=O)C1=CC=C(OCC(=O)OC(C)C)C=C1 (iso-Propyl 4-[2-[4-(4-pyridyl)piperazin-1-yl]acetyl]-phenoxyacetate). Reaction SMILES: Br[CH2:2][C:3]([C:5]1[CH:18]=[CH:17][C:8]([O:9][CH2:10][C:11]([O:13][CH:14]([CH3:16])[CH3:15])=[O:12])=[CH:7][CH:6]=1)=[O:4].[N:19]1[CH:24]=[CH:23][C:22]([N:25]2[CH2:30][CH2:29][NH:28][CH2:27][CH2:26]2)=[CH:21][CH:20]=1>C(#N)C>[N:19]1[CH:24]=[CH:23][C:22]([N:25]2[CH2:26][CH2:27][N:28]([CH2:2][C:3]([C:5]3[CH:18]=[CH:17][C:8]([O:9][CH2:10][C:11]([O:13][CH:14]([CH3:16])[CH3:15])=[O:12])=[CH:7][CH:6]=3)=[O:4])[CH2:29][CH2:30]2)=[CH:21][CH:20]=1. Reactants: BrCC(=O)C1=CC=C(OCC(=O)OC(C)C)C=C1 (iso-Propyl 4-bromoacetylphenoxyacetate), N1=CC=C(C=C1)N1CCNCC1 (1-(4-pyridyl)piperazine). Reactants: C(=O)(OC(C)(C)C)N[C@@H](C)C(=O)O (N-Boc-(L)-Alanine), 4-N,N′-(dimethyl)aminopyridine, COCCOCCOC([C@@H](NC(=O)OC(C)(C)C)C)=O (2-methyloxyethyloxyethyl-N-boc-(L)-alaninate), COCCOCCOCCO (2-(2-(2-methoxyethoxy)ethoxy)ethanol), C1CCC(CC1)N=C=NC2CCCCC2 (DCC). Run in C(Cl)Cl (CH2Cl2), CO (MeOH), ClCCl (dichloromethane). Yields the product COCCOCCOCCOCCOC([C@@H](NC(=O)OC(C)(C)C)C)=O (2-methyloxyethyloxyethyloxyethyloxyethyl-N-boc-(L)-alaninate), oil. Yield: 86.0%. RXN SMILES: [CH3:1][O:2][CH2:3][CH2:4][O:5][CH2:6][CH2:7][O:8][C:9](=[O:20])[C@H:10]([CH3:19])[NH:11][C:12]([O:14][C:15]([CH3:18])([CH3:17])[CH3:16])=[O:13].[CH3:21][O:22][CH2:23][CH2:24][O:25][CH2:26]COCCO.C(N[C@H](C(O)=O)C)(OC(C)(C)C)=O.C1CCC(N=C=NC2CCCCC2)CC1>ClCCl.CO>[CH3:21][O:22][CH2:23][CH2:24][O:25][CH2:26][CH2:1][O:2][CH2:3][CH2:4][O:5][CH2:6][CH2:7][O:8][C:9](=[O:20])[C@H:10]([CH3:19])[NH:11][C:12]([O:14][C:15]([CH3:16])([CH3:18])[CH3:17])=[O:13]. Reported procedure: Compound 2b was prepared using the same procedure as described for the synthesis of 2a with the following reactants and solvents: 2-(2-(2-methoxyethoxy)ethoxy)ethanol (1.32 g, 8 mmol), 4-N,N′-(dimethyl)aminopyridine (100 mg, 0.81 mmol), N-Boc-(L)-Alanine (1.51 g, 8 mmol) and DCC (1.67 g, 8.1 mmol) in dichloromethane (25 mL). Column chromatography (SiO2, 0.060-0.200 mm/1% MeOH in CH2Cl2) yielded compound 2b as a colorless to pale yellow oil (2.35 g, 7.1 mmol, 86%). Reactants: CC=1C=CC(=C(C(=O)N2C(OCC2)C(=O)OCC)C1)N1N=CC=N1 ((±)-ethyl 3-[5-methyl-2-(2H-1,2,3-triazol-2-yl)benzoyl]-1,3-oxazolidine-2-carboxylate), ice water, Example 1, [BH4-].[Na+] (NaBH4). Solvent: CO (MeOH). Reaction conditions: time 1 hour. Yields the product OCC1OCCN1C(=O)C1=C(C=CC(=C1)C)N1N=CC=N1 ((±)-[2-(Hydroxymethyl)-1,3-oxazolidin-3-yl][5-methyl-2-(2H-1,2,3-triazol-2-yl)phenyl]methanone). Reaction SMILES: [CH3:1][C:2]1[CH:3]=[CH:4][C:5]([N:20]2[N:24]=[CH:23][CH:22]=[N:21]2)=[C:6]([CH:19]=1)[C:7]([N:9]1[CH2:13][CH2:12][O:11][CH:10]1[C:14](OCC)=[O:15])=[O:8].[BH4-].[Na+]>CO>[OH:15][CH2:14][CH:10]1[N:9]([C:7]([C:6]2[CH:19]=[C:2]([CH3:1])[CH:3]=[CH:4][C:5]=2[N:20]2[N:24]=[CH:23][CH:22]=[N:21]2)=[O:8])[CH2:13][CH2:12][O:11]1 |f:1.2|. Reported procedure: To a solution of (±)-ethyl 3-[5-methyl-2-(2H-1,2,3-triazol-2-yl)benzoyl]-1,3-oxazolidine-2-carboxylate obtained in Reference Example 1 (4.0 g, 12.1 mmol) in MeOH (60 mL), NaBH4 (4.6 g, 121 mmol) was added gradually under cooling with ice water and stirred for 1 hour. The resulting mixture was heated to room temperature and stirred for 1 hour. The solvent was distilled off under reduced pressure, a saturated aqueous solution of ammonium chloride was added to the reaction mixture, which was extrac...